This data is from the Open Reaction Database (ORD), a public repository of structured organic reaction records. The task is: describe an organic reaction: reactants, conditions, products, and yield Reactants: ClC1=C(C=CC=C1)C1=C(C=NO1)C(=O)O (5-(2-chlorophenyl)isoxazole-4-carboxylic acid), CC(O)(C1CNCCC1)C (dimethyl-3-piperidylmethanol). The product is ClC1=C(C=CC=C1)C1=C(C=NO1)C(=O)N1CC(CCC1)C(C)(C)O (2-(1-{[5-(2-Chlorophenyl)isoxazol-4-yl]carbonyl}piperidin-3-yl)propan-2-ol), solid. RXN SMILES: [Cl:1][C:2]1[CH:7]=[CH:6][CH:5]=[CH:4][C:3]=1[C:8]1[O:12][N:11]=[CH:10][C:9]=1[C:13]([OH:15])=O.[CH3:16][C:17]([CH3:25])([CH:19]1[CH2:24][CH2:23][CH2:22][NH:21][CH2:20]1)[OH:18]>>[Cl:1][C:2]1[CH:7]=[CH:6][CH:5]=[CH:4][C:3]=1[C:8]1[O:12][N:11]=[CH:10][C:9]=1[C:13]([N:21]1[CH2:22][CH2:23][CH2:24][CH:19]([C:17]([OH:18])([CH3:25])[CH3:16])[CH2:20]1)=[O:15]. Procedure details: The title compound was prepared from 5-(2-chlorophenyl)isoxazole-4-carboxylic acid (11.2 mg, 0.050 mmol) and dimethyl-3-piperidylmethanol (10.8 mg, 0.060 mmol) as described in synthetic method C and thereafter purified by preparative HPLC method B to give a solid (5.7 mg). Calcd for C18H21ClN2O3: 348.1241, found 348.1236. Starting materials: O1C(CCCC1)OCCC\C=C/CCCCC ((4Z)-1-(tetrahydropyran-2-yloxy)-4-decene), ice, C1(=CC=CC=C1)P(C1=CC=CC=C1)C1=CC=CC=C1 (triphenylphosphine), BrBr (bromine). Run in C(Cl)Cl (CH2Cl2), C(Cl)Cl (methylene chloride). Product: BrCCC\C=C/CCCCC (Z-1-Bromodec-4-ene). The yield is 90.0%. RXN SMILES: C1(P(C2C=CC=CC=2)C2C=CC=CC=2)C=CC=CC=1.[Br:20]Br.O1CCCCC1O[CH2:29][CH2:30][CH2:31]/[CH:32]=[CH:33]\[CH2:34][CH2:35][CH2:36][CH2:37][CH3:38]>C(Cl)Cl>[Br:20][CH2:29][CH2:30][CH2:31]/[CH:32]=[CH:33]\[CH2:34][CH2:35][CH2:36][CH2:37][CH3:38]. Procedure: To an ice-cool solution of triphenylphosphine (0.72 g, 2.74 mmol) and bromine (0.41 g, 2.6 mmol) in CH2Cl2, a solution of (4Z)-1-(tetrahydropyran-2-yloxy)-4-decene (16) (0.41 g, 1.71 mmol), prepared according to Example 16, in methylene chloride was added dropwise. Isolation and purification by conventional means afforded the product 17 in 90% yield (0.33 g). 1H NMR (200 MHz ) δ: 5.42 (dtt, J=11.0, 7.0, 7.0, 1.0, 1.0 Hz, 2H, CH=CH-4, 5); 3.41 (t, J=6.6, 6.6 Hz, 2H CH2 -1, 2.20 (dt, J=7.0, 7.0 Hz... Reactants: N[C@H](C(=O)O)CCC(=O)N[C@@H](CS)C(=O)NCC(=O)O (glutathione), CC1([C@@H](N2[C@H](S1)[C@@H](C2=O)NC(=O)[C@@H](C=3C=CC=CC3)N)C(=O)O)C (ampicillin), N1[C@H](C(=O)O)CCC1 (proline), CC1([C@@H](N2[C@H](S1)[C@@H](C2=O)NC(=O)[C@@H](C=3C=CC=CC3)N)C(=O)O)C (ampicillin). Reaction conditions: temperature 37 celsius, time 8 hour. The product is N1[C@H](C(=O)O)C[C@@H](O)C1 (Hydroxyproline). RXN SMILES: N[C@@H](CCC(N[C@H:11]([C:14]([NH:16][CH2:17][C:18]([OH:20])=[O:19])=O)[CH2:12]S)=O)C(O)=O.N1CCC[C@H]1C(O)=[O:24].CC1(C)S[C@@H]2[C@H](NC([C@H](N)C3C=CC=CC=3)=O)C(=O)N2[C@H]1C(O)=O>>[NH:16]1[CH2:14][C@H:11]([OH:24])[CH2:12][C@H:17]1[C:18]([OH:20])=[O:19]. Reported procedure: A plasmid (pGST-CM4, FIG. 60) containing the gene for collagen mimetic 4 (CM4, FIG. 61) (SEQ. ID. NO. 39) genetically linked to the 3′ end of the gene for S. japonicum glutathione S-transferase was used to transform by electroporation proline auxotrophic E. coli strain JM109 (F-). Transformation cultures were plated on LB agar containing 100 μg/ml ampicillin. After overnight incubation at 37° C., a single colony from a fresh transformation plate was used to inoculate 5 ml of LB media containing ...